From a dataset of the Open Reaction Database (ORD), a public repository of structured organic reaction records. describe an organic reaction: reactants, conditions, products, and yield The reactants are ClC1=C(C(=O)O)C=CC(=C1)[N+](=O)[O-] (2-chloro-4-nitrobenzoic acid), NC1=C(C#N)C=CC=C1 (2-aminobenzonitrile). Run in S(=O)(Cl)Cl (thionyl chloride). Yields the product C(#N)C1=C(C=CC=C1)NC(C1=C(C=C(C=C1)[N+](=O)[O-])Cl)=O (N-(2-cyanophenyl)-2-chloro-4-nitrobenzamide). Isolated yield 29.1%. Reaction SMILES: [Cl:1][C:2]1[CH:10]=[C:9]([N+:11]([O-:13])=[O:12])[CH:8]=[CH:7][C:3]=1[C:4]([OH:6])=O.[NH2:14][C:15]1[CH:22]=[CH:21][CH:20]=[CH:19][C:16]=1[C:17]#[N:18]>S(Cl)(Cl)=O>[C:17]([C:16]1[CH:19]=[CH:20][CH:21]=[CH:22][C:15]=1[NH:14][C:4](=[O:6])[C:3]1[CH:7]=[CH:8][C:9]([N+:11]([O-:13])=[O:12])=[CH:10][C:2]=1[Cl:1])#[N:18]. Reported procedure: A solution of 2-chloro-4-nitrobenzoic acid (6.00 g, 29.8 mmol) in thionyl chloride (20 ml) was heated at reflux for 2.5 hours. The reaction was cooled, the excess thionyl chloride was evaporated in vacuo and the residue was azeotroped with toluene (2×25 ml). The residue was taken up in toluene (35 ml), 2-aminobenzonitrile (1.75 g, 14.8 mmol) was added and the reaction heated at reflux for 2 hours. The reaction was cooled, the solvent was removed in vacuo and the residue was absorbed onto silica ...